This data is from the Open Reaction Database (ORD), a public repository of structured organic reaction records. The task is: describe an organic reaction: reactants, conditions, products, and yield Starting materials: C[O-], CO, CCc1nc2ccc(Cl)nn2c1S(N)(=O)=O, Cl, [Na+]. Product: CCc1nc2ccc(OC)nn2c1S(N)(=O)=O. Reaction SMILES: [CH3:17][O-:18].[CH3:21][OH:22].[Cl:1][c:2]1[cH:3][cH:4][c:5]2[n:6]([n:7]1)[c:8]([S:13](=[O:14])(=[O:15])[NH2:16])[c:9]([CH2:11][CH3:12])[n:10]2.[ClH:20].[Na+:19]>>[c:2]1([O:18][CH3:17])[cH:3][cH:4][c:5]2[n:6]([n:7]1)[c:8]([S:13](=[O:14])(=[O:15])[NH2:16])[c:9]([CH2:11][CH3:12])[n:10]2. The reactants are CC(C)(C)OC(=O)Nc1csc(-c2c[nH]c3ncccc23)n1, ClCCl, [Na+], O=C([O-])O, O=C(O)C(F)(F)F. The product is Nc1csc(-c2c[nH]c3ncccc23)n1. RXN SMILES: [C:8]([O:9][C:10](=[O:11])[NH:14][c:15]1[n:16][c:17](-[c:20]2[cH:21][nH:22][c:23]3[n:24][cH:25][cH:26][cH:27][c:28]23)[s:18][cH:19]1)([CH3:12])([CH3:13])[CH3:29].[Cl:35][CH2:36][Cl:37].[Na+:34].[O-:30][C:31]([OH:32])=[O:33].[OH:1][C:2]([C:3]([F:4])([F:5])[F:6])=[O:7]>>[NH2:14][c:15]1[n:16][c:17](-[c:20]2[cH:21][nH:22][c:23]3[n:24][cH:25][cH:26][cH:27][c:28]23)[s:18][cH:19]1. Starting materials: N1(CCOCC1)C(CN)C (2-morpholin-4-yl-propylamine), C(C)OC(=O)C=1C(C2=C(N=C(N=C2)S(=O)(=O)C)N(C1)C=1C=C2CCCC2=CC1)=O (8-indan-5-yl-2-methanesulfonyl-5-oxo-5,8-dihydro-pyrido[2,3-d]pyrimidine-6-carboxylic acid ethyl ester). Yields the product C(C)OC(=O)C=1C(C2=C(N=C(N=C2)NCC(C)N2CCOCC2)N(C1)C=1C=C2CCCC2=CC1)=O (8-indan-5-yl-2-(2-morpholin-4-yl-propylamino)-5-oxo-5,8-dihydro-pyrido[2,3-d]pyrimidine-6-carboxylic acid ethyl ester). RXN SMILES: [N:1]1([CH:7]([CH3:10])[CH2:8][NH2:9])[CH2:6][CH2:5][O:4][CH2:3][CH2:2]1.[CH2:11]([O:13][C:14]([C:16]1[C:17](=[O:39])[C:18]2[CH:23]=[N:22][C:21](S(C)(=O)=O)=[N:20][C:19]=2[N:28]([C:30]2[CH:31]=[C:32]3[C:36](=[CH:37][CH:38]=2)[CH2:35][CH2:34][CH2:33]3)[CH:29]=1)=[O:15])[CH3:12]>>[CH2:11]([O:13][C:14]([C:16]1[C:17](=[O:39])[C:18]2[CH:23]=[N:22][C:21]([NH:9][CH2:8][CH:7]([N:1]3[CH2:6][CH2:5][O:4][CH2:3][CH2:2]3)[CH3:10])=[N:20][C:19]=2[N:28]([C:30]2[CH:31]=[C:32]3[C:36](=[CH:37][CH:38]=2)[CH2:35][CH2:34][CH2:33]3)[CH:29]=1)=[O:15])[CH3:12]. Reported procedure: Using the procedure outlined in Example 1(Step F) the title compound was prepared from 2-morpholin-4-yl-propylamine (5.3 μL, 0.036 mmol) and 8-indan-5-yl-2-methanesulfonyl-5-oxo-5,8-dihydro-pyrido[2,3-d]pyrimidine-6-carboxylic acid ethyl ester (from Example 1(Step E), 15 mg, 0.036 mmol). 17.2 mg of 8-indan-5-yl-2-(2-morpholin-4-yl-propylamino)-5-oxo-5,8-dihydro-pyrido[2,3-d]pyrimidine-6-carboxylic acid ethyl ester was obtained as a white solid. 1H NMR (400 MHz, CDCl3) δ (ppm): 9.26 (s, 1H), 8.46... The reactants are CCO, CCOC(=O)CCl, O=c1[nH]cc(F)c(=S)[nH]1, [Na]. Yields the product CCOC(=O)CSc1nc(=O)[nH]cc1F. Reaction SMILES: [CH3:18][CH2:19][OH:20].[Cl:11][CH2:12][C:13](=[O:14])[O:15][CH2:16][CH3:17].[F:2][c:3]1[c:4](=[S:10])[nH:5][c:6](=[O:9])[nH:7][cH:8]1.[Na:1]>>[F:2][c:3]1[c:4]([S:10][CH2:12][C:13](=[O:14])[O:15][CH2:16][CH3:17])[n:5][c:6](=[O:9])[nH:7][cH:8]1. The reactants are CNC(=O)c1cccc(F)c1Nc1nc(Cl)ncc1Cl, Nc1ccc2c(c1)CCN(CC(O)C(F)(F)F)CC2. Product: CNC(=O)c1cccc(F)c1Nc1nc(Nc2ccc3c(c2)CCN(CC(O)C(F)(F)F)CC3)ncc1Cl. As a reaction SMILES: [Cl:20][c:21]1[n:22][cH:23][c:24]([Cl:39])[c:25]([NH:27][c:28]2[c:29]([C:30](=[O:31])[NH:32][CH3:33])[cH:34][cH:35][cH:36][c:37]2[F:38])[n:26]1.[NH2:1][c:2]1[cH:3][c:4]2[c:5]([cH:18][cH:19]1)[CH2:6][CH2:7][N:8]([CH2:11][CH:12]([C:13]([F:14])([F:15])[F:16])[OH:17])[CH2:9][CH2:10]2>>[NH:1]([c:2]1[cH:3][c:4]2[c:5]([cH:18][cH:19]1)[CH2:6][CH2:7][N:8]([CH2:11][CH:12]([C:13]([F:14])([F:15])[F:16])[OH:17])[CH2:9][CH2:10]2)[c:21]1[n:22][cH:23][c:24]([Cl:39])[c:25]([NH:27][c:28]2[c:29]([C:30](=[O:31])[NH:32][CH3:33])[cH:34][cH:35][cH:36][c:37]2[F:38])[n:26]1. Reactants: [N+](=O)([O-])C1=CC=C(C=C1)N1CCSCC1 (4-(4-Nitro-phenyl)-thiomorpholine). The solvent is C(C)O (ethanol). The product is N1(CCSCC1)C1=CC=C(C=C1)N (4-Thiomorpholin-4-yl-phenylamine). Reaction SMILES: [N+:1]([C:4]1[CH:9]=[CH:8][C:7]([N:10]2[CH2:15][CH2:14][S:13][CH2:12][CH2:11]2)=[CH:6][CH:5]=1)([O-])=O>C(O)C.[Pd]>[N:10]1([C:7]2[CH:6]=[CH:5][C:4]([NH2:1])=[CH:9][CH:8]=2)[CH2:11][CH2:12][S:13][CH2:14][CH2:15]1. Reagents/catalysts: [Pd] (palladium on carbon). Isolated yield 80.7%. Conditions: time 3 hour. Procedure: 4-(4-Nitro-phenyl)-thiomorpholine (3.0 g, 13.4 mmol), as prepared in Reference Example 13a above, was dissolved in ethanol (250 mL) and 10% palladium on carbon (250 mg) was added. This mixture was shaken on a Parr hydrogenator for 3 h. The reaction mixture was then filtered through diatomaceous earth and concentrated under vacuum. The residue was triturated with hexane to yield an gray solid (2.1 g). Reactants: ClCCCBr, CC(C)(C)OC(=O)N1CCc2[nH]c3ccccc3c2CC1, CCOC(C)=O, [H-], [Na+], CN(C)C=O. Yields the product CC(C)(C)OC(=O)N1CCc2c(n(CCCCl)c3ccccc23)CC1. Reaction SMILES: [Br:29][CH2:30][CH2:31][CH2:32][Cl:33].[C:3]([CH3:4])([CH3:5])([CH3:6])[O:7][C:8](=[O:9])[N:10]1[CH2:11][CH2:12][c:13]2[nH:14][c:15]3[cH:16][cH:17][cH:18][cH:19][c:20]3[c:21]2[CH2:22][CH2:23]1.[CH3:34][CH2:35][O:36][C:37]([CH3:38])=[O:39].[H-:1].[Na+:2].[O:24]=[CH:25][N:26]([CH3:27])[CH3:28]>>[C:3]([CH3:4])([CH3:5])([CH3:6])[O:7][C:8](=[O:9])[N:10]1[CH2:11][CH2:12][c:13]2[n:14]([CH2:30][CH2:31][CH2:32][Cl:33])[c:15]3[cH:16][cH:17][cH:18][cH:19][c:20]3[c:21]2[CH2:22][CH2:23]1. Reactants: COC(=O)CBr, Nc1ccc(Br)cc1, O=C([O-])[O-], CCOC(C)=O, [K+], [K+], CN(C)C=O, O. Yields the product COC(=O)CNc1ccc(Br)cc1. Reaction SMILES: [Br:15][CH2:16][C:17](=[O:18])[O:19][CH3:20].[Br:7][c:8]1[cH:9][cH:10][c:11]([NH2:12])[cH:13][cH:14]1.[C:1](=[O:2])([O-:3])[O-:4].[CH3:21][CH2:22][O:23][C:24](=[O:25])[CH3:26].[K+:5].[K+:6].[O:27]=[CH:28][N:29]([CH3:30])[CH3:31].[OH2:32]>>[Br:7][c:8]1[cH:9][cH:10][c:11]([NH:12][CH2:16][C:17](=[O:18])[O:19][CH3:20])[cH:13][cH:14]1.